This data is from the Open Reaction Database (ORD), a public repository of structured organic reaction records. The task is: describe an organic reaction: reactants, conditions, products, and yield The reactants are NC1COC2(C1)CCC(CC2)C(C)(C)C (3-amino-8-t-butyl-1-oxaspiro(4,5)-decane), CCCC(CCC)=O (heptane-4-one), [OH-].[Na+] (NaOH), C(#N)[BH3-].[Na+] (sodium cyanoborohydride). The reagents and catalysts are [Cl-].[Zn+2].[Cl-] (zinc chloride). Run in CO (methanol), C1(=CC=CC=C1)C (toluene). Reaction conditions: time 5 minute. The product is CCCC(CCC)NC1COC2(C1)CCC(CC2)C(C)(C)C (3-Hept-4-ylamino-8-t-butyl-1-oxaspiro(4,5)-decane). Yield: 72.4%. As a reaction SMILES: [NH2:1][CH:2]1[CH2:6][C:5]2([CH2:11][CH2:10][CH:9]([C:12]([CH3:15])([CH3:14])[CH3:13])[CH2:8][CH2:7]2)[O:4][CH2:3]1.[CH3:16][CH2:17][CH2:18][C:19](=O)[CH2:20][CH2:21][CH3:22].C([BH3-])#N.[Na+].[OH-].[Na+]>CO.[Cl-].[Zn+2].[Cl-].C1(C)C=CC=CC=1>[CH3:16][CH2:17][CH2:18][CH:19]([NH:1][CH:2]1[CH2:6][C:5]2([CH2:7][CH2:8][CH:9]([C:12]([CH3:15])([CH3:14])[CH3:13])[CH2:10][CH2:11]2)[O:4][CH2:3]1)[CH2:20][CH2:21][CH3:22] |f:2.3,4.5,7.8.9|. Procedure: To 3-amino-8-t-butyl-1-oxaspiro(4,5)-decane (1.12 g, 5 mmol) and heptane-4-one (0.6 g, 5.25 mmol) in dry methanol (20 ml) was added zinc chloride (0.41 g, 3 mmol). The mixture was stirred at room temperature for 5 minutes and sodium cyanoborohydride 0.38 g, 6 mmol) was added and the resulting heterogeneous mixture was stirred at room temperature overnight. The solvent was then stripped off in vacuo, toluene (50 ml) and 2N NaOH (50 ml) was added. The aqueous phase was extracted twice with toluene... Reactants: CCCCCCCN(CCc1csc(SC(C)(C)C(=O)OC(C)(C)C)n1)c1ncc(N2CCOCC2)cn1, ClCCl, O=C(O)C(F)(F)F. The product is CCCCCCCN(CCc1csc(SC(C)(C)C(=O)O)n1)c1ncc(N2CCOCC2)cn1. RXN SMILES: [C:1]([CH3:2])([CH3:3])([CH3:4])[O:5][C:6]([C:7]([CH3:8])([CH3:9])[S:10][c:11]1[s:12][cH:13][c:14]([CH2:16][CH2:17][N:18]([c:19]2[n:20][cH:21][c:22]([N:25]3[CH2:26][CH2:27][O:28][CH2:29][CH2:30]3)[cH:23][n:24]2)[CH2:31][CH2:32][CH2:33][CH2:34][CH2:35][CH2:36][CH3:37])[n:15]1)=[O:38].[Cl:46][CH2:47][Cl:48].[OH:39][C:40]([C:41]([F:42])([F:43])[F:44])=[O:45]>>[O:5]=[C:6]([C:7]([CH3:8])([CH3:9])[S:10][c:11]1[s:12][cH:13][c:14]([CH2:16][CH2:17][N:18]([c:19]2[n:20][cH:21][c:22]([N:25]3[CH2:26][CH2:27][O:28][CH2:29][CH2:30]3)[cH:23][n:24]2)[CH2:31][CH2:32][CH2:33][CH2:34][CH2:35][CH2:36][CH3:37])[n:15]1)[OH:38]. Product: CC1=C2C(=C(C=3NC4=CC=CC=C4C13)C)C=NC=C2 (5,11 dimethyl 10H-pyrido[3,4-b]carbazole). Solvent: C(C)O (ethanol). Procedure details: A similar reaction to that described above starting from the compounds of formulae XXVII and XXVIII appears in J. Org. Chem. 48, pp. 2690-2695 (1983) in which an equivalent of 5,11-dihydroxy 5,11-dimethyl 10,11-dihydro 5H-pyrido[3,4-b]carbazole is made to react with about 40 equivalents of sodium borohydride for 20 hours in refluxing ethanol to give rise to 5,11 dimethyl 10H-pyrido[3,4-b]carbazole. RXN SMILES: O[C:2]1([CH3:21])[C:14]2[C:13]3[C:8](=[CH:9][CH:10]=[CH:11][CH:12]=3)[NH:7][C:6]=2[C:5](O)([CH3:15])[C:4]2[CH:17]=[N:18][CH:19]=[CH:20][C:3]1=2.[BH4-].[Na+]>C(O)C>[CH3:21][C:2]1[C:14]2[C:13]3[C:8](=[CH:9][CH:10]=[CH:11][CH:12]=3)[NH:7][C:6]=2[C:5]([CH3:15])=[C:4]2[CH:17]=[N:18][CH:19]=[CH:20][C:3]=12 |f:1.2|. Starting materials: XXVII, [BH4-].[Na+] (sodium borohydride), XXVIII, OC1(C2=C(C(C=3NC4=CC=CC=C4C13)(C)O)C=NC=C2)C (5,11-dihydroxy 5,11-dimethyl 10,11-dihydro 5H-pyrido[3,4-b]carbazole).